Dataset: the Open Reaction Database (ORD), a public repository of structured organic reaction records. Task: describe an organic reaction: reactants, conditions, products, and yield Reactants: O1C[C@@H]([C@H](C1)O)O ((3S,4S)-tetrahydrofuran-3,4-diol), C(C)(C)(C)[Si](Cl)(C)C (t-butyldimethylchlorosilane), TEA. Run in ClCCl (dichloromethane). Reaction conditions: time 4 day. Yields the product [Si](C)(C)(C(C)(C)C)O[C@@H]1[C@H](COC1)O ((3S,4S)-4-(tert-Butyl(dimethyl)silyl)oxytetrahydrofuran-3-ol). Yield: 18.7%. RXN SMILES: [O:1]1[CH2:5][C@H:4]([OH:6])[C@@H:3]([OH:7])[CH2:2]1.[C:8]([Si:12]([CH3:15])([CH3:14])Cl)([CH3:11])([CH3:10])[CH3:9]>ClCCl>[Si:12]([O:6][C@H:4]1[CH2:5][O:1][CH2:2][C@@H:3]1[OH:7])([C:8]([CH3:11])([CH3:10])[CH3:9])([CH3:15])[CH3:14]. Reported procedure: A mixture of (3S,4S)-tetrahydrofuran-3,4-diol (9.35 g, 89.8 mmol), t-butyldimethylchlorosilane (14.9 g, 98.8 mmol), TEA (13.8 mL, 98.8 mmol), and dichloromethane (100 mL) is stirred at room temperature for 4 days. The reaction is concentrated in vacuo and purified on silica gel (330 g, 35-80% EtOAc/hexanes, observed on TLC using KMnO4 staining) to give 3.66 g (19%) of the title compound as a light yellow oil. GC-MS m/z 161 (M-tBu)+. Reactants: NC(=S)N (thiourea), BrC(C(=O)OCC)C(=O)OCC (diethyl bromomalonate). The product is NC=1SC(=C(N1)O)C(=O)OCC (Ethyl 2-amino-4-hydroxy-1,3-thiazole-5-carboxylate). As a reaction SMILES: [NH2:1][C:2]([NH2:4])=[S:3].Br[CH:6]([C:12](OCC)=[O:13])[C:7]([O:9][CH2:10][CH3:11])=[O:8]>>[NH2:1][C:2]1[S:3][C:6]([C:7]([O:9][CH2:10][CH3:11])=[O:8])=[C:12]([OH:13])[N:4]=1. Procedure details: Prepared according to literature procedure (Baldwin, J. J., et al. J. Med. Chem. 1980, 23, 65-70.) from thiourea and diethyl bromomalonate. MS m/z 189 (m+1). Starting materials: C1(=CC=CC=C1)C=1SC=CC1C1=C(C=CC=C1)C (2-phenyl-3-o-tolyl-thiophene), C(C(=C)C)(=O)O (methacrylic acid), CS(=O)(=O)O.O=P12OP3(=O)OP(=O)(O1)OP(=O)(O2)O3 (Eaton's reagent). Solvent: ClCCl (dichloromethane). Run at time 5 minute. Yields the product CC1CC2=C(SC(=C2C2=C(C=CC=C2)C)C2=CC=CC=C2)C1=O (5-methyl-2-phenyl-3-o-tolyl-4,5-dihydrocyclopenta[b]thiophen-6-one). Yield: 96.4%. As a reaction SMILES: [C:1]1([C:7]2[S:8][CH:9]=[CH:10][C:11]=2[C:12]2[CH:17]=[CH:16][CH:15]=[CH:14][C:13]=2[CH3:18])[CH:6]=[CH:5][CH:4]=[CH:3][CH:2]=1.[C:19](O)(=[O:23])[C:20]([CH3:22])=[CH2:21].CS(O)(=O)=O.O=P12OP3(OP(OP(O3)(O1)=O)(=O)O2)=O>ClCCl>[CH3:21][CH:20]1[C:19](=[O:23])[C:9]2[S:8][C:7]([C:1]3[CH:6]=[CH:5][CH:4]=[CH:3][CH:2]=3)=[C:11]([C:12]3[CH:17]=[CH:16][CH:15]=[CH:14][C:13]=3[CH3:18])[C:10]=2[CH2:22]1 |f:2.3|. Procedure: A mixture of 31.8 g of 2-phenyl-3-o-tolyl-thiophene (0.127 mol) and 13.3 ml of methacrylic acid (0.157 mol) was added within 30 minutes at about 80° C. to 500 ml of Eaton's reagent. On completion of the addition, the reaction mixture was stirred for a further 5 minutes and then gradually added to crushed ice. 300 ml of dichloromethane were added to dissolve the reaction product. The organic phase was removed, washed with a saturated aqueous solution of sodium hydrogencarbonate and dried over mag... The reactants are O=CC1=C(O)C(OC)=CC=C1 (o-vanillin), C(CCC)[Li] (n-butyllithium). The reagents and catalysts are [Br-].C[P+](C1=CC=CC=C1)(C1=CC=CC=C1)C1=CC=CC=C1 (methyltriphenylphosphonium bromide). Run in O1CCCC1 (tetrahydrofuran), O1CCCC1 (tetrahydrofuran). Run at temperature 0 celsius, time 3 hour. Product: COC1=C(C(=CC=C1)C=C)O (2-methoxy-6-vinyl-phenol), oil. Reaction SMILES: [CH2:1]([Li])CCC.O=[CH:7][C:8]1[CH:16]=[CH:15][CH:14]=[C:11]([O:12][CH3:13])[C:9]=1[OH:10]>[Br-].C[P+](C1C=CC=CC=1)(C1C=CC=CC=1)C1C=CC=CC=1.O1CCCC1>[CH3:13][O:12][C:11]1[CH:14]=[CH:15][CH:16]=[C:8]([CH:7]=[CH2:1])[C:9]=1[OH:10] |f:2.3|. Reported procedure: A suspension of methyltriphenylphosphonium bromide (19.7 g, 55.0 mmol) in anhydrous tetrahydrofuran (200 mL) was cooled to 0° C. and n-butyllithium (2.5 M in hexanes, 24.0 mL, 60.0 mmol) was added during 5–10 minutes with stirring. The resulting clear, orange solution was stirred at 0° C. for an additional 30 minutes and then was added via cannula to a solution of o-vanillin (3.80 g, 25.0 mmol) in tetrahydrofuran (100 mL) at 23° C. After 3 hours, the reaction was quenched with saturated aqueous ... Starting materials: residue, Cl.COC(COC1=CC=C(C(=O)C=2C3=C(SC2C2=CC=C(C=C2)OCCN2CCCC2)C=CC=C3)C=C1)=O (3-[4-(2-Methoxy-2-oxoethoxy)benzoyl]-2-[4-[2-(1-pyrrolidinyl)ethoxy]phenyl]benzo[b]thiophene Hydrochloride), [H-].[H-].[H-].[H-].[Li+].[Al+3] (LAH), C(C)[SiH](CC)CC (triethylsilane), C(=O)(C(F)(F)F)O (TFA). The product is OCCOC1=CC=C(CC=2C3=C(SC2C2=CC=C(C=C2)OCCN2CCCC2)C=CC=C3)C=C1 (3-[4-(2-Hydroxyethoxy)benzyl]-2-[4-[2-(1-pyrrolidinyl)ethoxy]phenyl]benzo[b]thiophene). RXN SMILES: Cl.C[O:3][C:4](=O)[CH2:5][O:6][C:7]1[CH:37]=[CH:36][C:10]([C:11]([C:13]2[C:14]3[CH:35]=[CH:34][CH:33]=[CH:32][C:15]=3[S:16][C:17]=2[C:18]2[CH:23]=[CH:22][C:21]([O:24][CH2:25][CH2:26][N:27]3[CH2:31][CH2:30][CH2:29][CH2:28]3)=[CH:20][CH:19]=2)=O)=[CH:9][CH:8]=1.[H-].[H-].[H-].[H-].[Li+].[Al+3].C([SiH](CC)CC)C.C(O)(C(F)(F)F)=O>C1COCC1.ClCCl>[OH:3][CH2:4][CH2:5][O:6][C:7]1[CH:8]=[CH:9][C:10]([CH2:11][C:13]2[C:14]3[CH:35]=[CH:34][CH:33]=[CH:32][C:15]=3[S:16][C:17]=2[C:18]2[CH:19]=[CH:20][C:21]([O:24][CH2:25][CH2:26][N:27]3[CH2:31][CH2:30][CH2:29][CH2:28]3)=[CH:22][CH:23]=2)=[CH:36][CH:37]=1 |f:0.1,2.3.4.5.6.7|. Procedure: To the product (1 g, 1.94 mmol) of Example 28 dissolved in anhydrous THF (80 mL) was added LAH (0.47 g, 12.4 mmol) at 0-5° C. under nitrogen. The reaction mixture was stirred for 2 hours and quenched with ice-cold NaOH (0.5 M) solution. The organic layer was extracted with ethyl acetate, combined, dried and concentrated in vacuo. To this residue (0.88 g, 1.8 mmol) dissolved in dichloromethane (˜50 mL) was added triethylsilane (1.73 mL, 10.8 mmol) and TFA (0.42 mL, 5.4 mmol). The reaction mixture... Isolated yield 57.7%. Conditions: time 2 hour. The solvent is ClCCl (dichloromethane), C1CCOC1 (THF). Yields the product ClC1=C(C=CC(=C1)OCC(CN(C)C)C)C(CCC)=O (1-[2-Chloro-4-(3-dimethylamino-2-methylpropoxy)phenyl]-1-butanone). Reactants: ClC1=C(C=CC(=C1)OCCN(CC)CC)C(CCC)=O (1-[2-Chloro-4-(2-diethylaminoethoxy)phenyl]-1-butanone), Cl.CN(CC(CCl)C)C (3-dimethylamino-2-methylpropyl chloride hydrochloride). Reported procedure: This compound is prepared by essentially the same procedure as described in Example 1 Step A except that the 2-diethylaminoethyl chloride hydrochloride of Example 1 Step A is replaced by an equimolecular quantity of 3-dimethylamino-2-methylpropyl chloride hydrochloride. The product is obtained as a colorless oil upon distillation in vacuo (0.3 mm.). RXN SMILES: [Cl:1][C:2]1[CH:7]=[C:6]([O:8]CCN(CC)CC)[CH:5]=[CH:4][C:3]=1[C:16](=[O:20])[CH2:17][CH2:18][CH3:19].Cl.[CH3:22][N:23]([CH3:29])[CH2:24][CH:25]([CH3:28])[CH2:26]Cl>>[Cl:1][C:2]1[CH:7]=[C:6]([O:8][CH2:26][CH:25]([CH3:28])[CH2:24][N:23]([CH3:29])[CH3:22])[CH:5]=[CH:4][C:3]=1[C:16](=[O:20])[CH2:17][CH2:18][CH3:19] |f:1.2|. The reactants are [BH4-], C=O, CO, CC(N)C1(O)CN(C(=O)c2ccc(F)c(F)c2Nc2ccc(I)cc2F)C1, [Na+]. Product: CNC(C)C1(O)CN(C(=O)c2ccc(F)c(F)c2Nc2ccc(I)cc2F)C1. As a reaction SMILES: [BH4-:30].[CH2:28]=[O:29].[CH3:32][OH:33].[NH2:1][CH:2]([CH3:3])[C:4]1([OH:27])[CH2:5][N:6]([C:8](=[O:9])[c:10]2[c:11]([NH:18][c:19]3[c:20]([F:26])[cH:21][c:22]([I:25])[cH:23][cH:24]3)[c:12]([F:17])[c:13]([F:16])[cH:14][cH:15]2)[CH2:7]1.[Na+:31]>>[NH:1]([CH:2]([CH3:3])[C:4]1([OH:27])[CH2:5][N:6]([C:8](=[O:9])[c:10]2[c:11]([NH:18][c:19]3[c:20]([F:26])[cH:21][c:22]([I:25])[cH:23][cH:24]3)[c:12]([F:17])[c:13]([F:16])[cH:14][cH:15]2)[CH2:7]1)[CH3:28]. Starting materials: CSC(C1=CC(=C(C=C1)Br)Cl)=NC[Si](C)(C)C (4-bromo-3-chloro-N-trimethylsilanylmethyl-thiobenzimidic acid methyl ester), ClC1=CC(=CC(=C1)C(=C)C(F)(F)F)Cl (1,3-dichloro-5-(1-trifluoromethyl-vinyl)-benzene), O.O.O.[F-].C(CCC)[N+](CCCC)(CCCC)CCCC (tetrabutylammonium fluoride trihydrate). The solvent is C1CCOC1 (THF), C1CCOC1 (THF). Reaction conditions: time 16 hour. Product: BrC1=C(C=C(C=C1)C=1CC(CN1)(C)C1=CC(=CC(=C1)Cl)Cl)Cl (5-(4-bromo-3-chloro-phenyl)-3-(3,5-dichloro-phenyl)-3-methyl-3,4-dihydro-2H-pyrrole). Isolated yield 114.8%. As a reaction SMILES: CS[C:3](=[N:12][CH2:13][Si](C)(C)C)[C:4]1[CH:9]=[CH:8][C:7]([Br:10])=[C:6]([Cl:11])[CH:5]=1.[Cl:18][C:19]1[CH:24]=[C:23]([C:25]([C:27](F)(F)F)=[CH2:26])[CH:22]=[C:21]([Cl:31])[CH:20]=1.O.O.O.[F-].C([N+](CCCC)(CCCC)CCCC)CCC>C1COCC1>[Br:10][C:7]1[CH:8]=[CH:9][C:4]([C:3]2[CH2:27][C:25]([C:23]3[CH:22]=[C:21]([Cl:31])[CH:20]=[C:19]([Cl:18])[CH:24]=3)([CH3:26])[CH2:13][N:12]=2)=[CH:5][C:6]=1[Cl:11] |f:2.3.4.5.6|. Procedure details: To a solution of 4-bromo-3-chloro-N-trimethylsilanylmethyl-thiobenzimidic acid methyl ester (Example I14) (1.83 g) and 1,3-dichloro-5-(1-trifluoromethyl-vinyl)-benzene (see WO 2007125984) (1.38 g) in THF (25 ml) was added at −5° C. tetrabutylammonium fluoride trihydrate (TBAF) (0.41 g) dissolved in THF (15 ml). The reaction mixture was stirred at ambient temperature for 16 hours. The reaction mixture concentrated and the residue was purified by chromatography on silica gel (eluent: ethyl acetate...